From a dataset of the Open Reaction Database (ORD), a public repository of structured organic reaction records. describe an organic reaction: reactants, conditions, products, and yield The reactants are C(CCC)[Li] (n-butyllithium), N1C=NC(=C1)C(C(C)C)=O (1-(1H-imidazol-4-yl)-2-methyl-1-propanone), [Cl-].[NH4+] (ammonium chloride), BrC=1C=C2C=CC(=C(C2=CC1)C)OC (6-Bromo-2-methoxy-1-methylnaphthalene). Solvent: CCCCCC (hexane), C1CCOC1 (THF), C(C)(=O)OCC (ethyl acetate), C1CCOC1 (THF). Run at temperature -78 celsius, time 15 minute. The product is COC=1C(=C2C=CC(=CC2=CC1)C(C(C)C)(O)C=1N=CNC1)C (1-(6-Methoxy-5-methylnaphthalen-2-yl)-1-(1H-imidazol-4-yl)-2-methyl-1-propanol). Yield: 52.8%. RXN SMILES: Br[C:2]1[CH:3]=[C:4]2[C:9](=[CH:10][CH:11]=1)[C:8]([CH3:12])=[C:7]([O:13][CH3:14])[CH:6]=[CH:5]2.C([Li])CCC.[NH:20]1[CH:24]=[C:23]([C:25](=[O:29])[CH:26]([CH3:28])[CH3:27])[N:22]=[CH:21]1.[Cl-].[NH4+]>C1COCC1.CCCCCC.C(OCC)(=O)C>[CH3:14][O:13][C:7]1[C:8]([CH3:12])=[C:9]2[C:4](=[CH:5][CH:6]=1)[CH:3]=[C:2]([C:25]([C:23]1[N:22]=[CH:21][NH:20][CH:24]=1)([OH:29])[CH:26]([CH3:28])[CH3:27])[CH:11]=[CH:10]2 |f:3.4|. Reported procedure: 6-Bromo-2-methoxy-1-methylnaphthalene (0.95 g) was dissolved in THF (15 ml). The solution was cooled to −78° C. To the reaction mixture was added dropwise a solution of n-butyllithium in hexane (1.6M, 3 ml), and the mixture was stirred for 15 min. To the mixture was added a solution of 1-(1H-imidazol-4-yl)-2-methyl-1-propanone (0.155 g) in THF (10 ml), and the temperature of the mixture was elevated to room temperature. To the reaction mixture were added aqueous solution of ammonium chloride and...